From a dataset of the Open Reaction Database (ORD), a public repository of structured organic reaction records. describe an organic reaction: reactants, conditions, products, and yield Reactants: CCCCCCC, F, CCCCCCC1CO1, O, c1ccncc1. The product is CCCCCCC(F)CO. As a reaction SMILES: [CH3:18][CH2:19][CH2:20][CH2:21][CH2:22][CH2:23][CH3:24].[FH:7].[O:8]1[CH2:9][CH:10]1[CH2:11][CH2:12][CH2:13][CH2:14][CH2:15][CH3:16].[OH2:17].[n:1]1[cH:2][cH:3][cH:4][cH:5][cH:6]1>>[F:7][CH:10]([CH2:9][OH:8])[CH2:11][CH2:12][CH2:13][CH2:14][CH2:15][CH3:16].